describe an organic reaction: reactants, conditions, products, and yield From a dataset of the Open Reaction Database (ORD), a public repository of structured organic reaction records. The reactants are Cl.O1C=CC2=C1C(=CC=C2)OC2CNC2 (3-(Benzofuran-7-yloxy)-azetidine hydrochloride), CCN=C=NCCCN(C)C (EDCI), C=1C=CC2=C(C1)N=NN2O (HOBt), C(C)(C)N(CC)C(C)C (diisopropylethylamine), Cl.O=C1CCC=2C=C(C=NC2N1)/C=C/C(=O)O ((E)-3-(7-oxo-5,6,7,8-tetrahydro-1,8-naphthyridin-3-yl)-acrylic acid hydrochloride). The solvent is CN(C=O)C (dimethylformamide), O (water), C(C)(=O)OCC (ethyl acetate). Reaction conditions: time 8 hour. Product: O1C=CC2=C1C(=CC=C2)OC2CN(C2)C(/C=C/C=2C=C1CCC(NC1=NC2)=O)=O ((E)-6-(3-(3-(Benzofuran-7-yloxy)azetidin-1-yl)-3-oxoprop-1-enyl)-3,4-dihydro-1,8-naphthyridin-2(1H)-one), solid. The yield is 37.0%. Reaction SMILES: Cl.[O:2]1[C:6]2[C:7]([O:11][CH:12]3[CH2:15][NH:14][CH2:13]3)=[CH:8][CH:9]=[CH:10][C:5]=2[CH:4]=[CH:3]1.CCN=C=NCCCN(C)C.C1C=CC2N(O)N=NC=2C=1.C(N(C(C)C)CC)(C)C.Cl.[O:47]=[C:48]1[NH:57][C:56]2[N:55]=[CH:54][C:53](/[CH:58]=[CH:59]/[C:60](O)=[O:61])=[CH:52][C:51]=2[CH2:50][CH2:49]1>CN(C)C=O.O.C(OCC)(=O)C>[O:2]1[C:6]2[C:7]([O:11][CH:12]3[CH2:15][N:14]([C:60](=[O:61])/[CH:59]=[CH:58]/[C:53]4[CH:52]=[C:51]5[C:56](=[N:55][CH:54]=4)[NH:57][C:48](=[O:47])[CH2:49][CH2:50]5)[CH2:13]3)=[CH:8][CH:9]=[CH:10][C:5]=2[CH:4]=[CH:3]1 |f:0.1,5.6|. Procedure details: 3-(Benzofuran-7-yloxy)-azetidine hydrochloride (190 mg, 0.84 mmol), EDCI (161 mg, 0.84 mmol), HOBt (113 mg, 0.84 mmol) and diisopropylethylamine (240 μL, 1.40 mmol) were successively added to a solution of (E)-3-(7-oxo-5,6,7,8-tetrahydro-1,8-naphthyridin-3-yl)-acrylic acid hydrochloride (143 mg, 0.56 mmol) in dimethylformamide (14 mL) at room temperature. The reaction mixture was stirred overnight. The reaction mixture was then diluted by addition of ethyl acetate (40 mL) and water (40 mL). The ... Reactants: N1CCC(CC1)C1=CC=C(C=C1)NC(=O)C=1C(=CC=CC1)C1=CC=C(C=C1)C(F)(F)F (N-[4-(4-piperidinyl)phenyl]-4′-(trifluoromethyl)-[1,1′-biphenyl]-2-carboxamide), C(=O)([O-])[O-].[Na+].[Na+] (Na2CO3), BrC(C(=O)OC)C1=CC=CC=C1 (Methyl 2-bromo-2-phenylacetate). Solvent: CN(C)C=O (DMF). Product: N1(CCCCC1)CC(=O)O (1-piperidineacetic acid), methyl ester. RXN SMILES: [NH:1]1[CH2:6][CH2:5][CH:4](C2C=CC(NC(C3C(C4C=CC(C(F)(F)F)=CC=4)=CC=CC=3)=O)=CC=2)[CH2:3][CH2:2]1.C([O-])([O-])=O.[Na+].[Na+].Br[CH:39](C1C=CC=CC=1)[C:40]([O:42]C)=[O:41]>CN(C=O)C>[N:1]1([CH2:39][C:40]([OH:42])=[O:41])[CH2:2][CH2:3][CH2:4][CH2:5][CH2:6]1 |f:1.2.3|. Procedure details: A mixture of intermediate (10) (0.019 mol) and Na2CO3 (0.019 mol) in DMF (125 ml) was stirred at room temperature. Methyl 2-bromo-2-phenylacetate (0.01907 mol) was added dropwise. The mixture was stirred for 3 hours. The solvent was evaporated. The residue was taken up in water and DCM. The separated organic layer was dried, filtered and the solvent was evaporated. The residue was purified by column chromatography over silica gel (eluent: CH2Cl2/CH3OH 100/0; 99.5/0.5) and separated by high perfo... Starting materials: CC1(OCC(O1)COC(C(CC(=O)[O-])=O)CCC1=CC=CC=C1)C (4-(2,2-dimethyl-1,3-dioxolan-4-yl)methoxyphenylethylacetoacetate), N\C(=C/C(=O)OC)\C (methyl β-aminocrotonate), [N+](=O)([O-])C=1C=C(C=O)C=CC1 (3-nitrobenzaldehyde). Run in C(C)O (ethanol). Product: CC=1NC(=C(C(C1C(=O)OC)C1=CC(=CC=C1)[N+](=O)[O-])C(=O)OCCC1=CC=C(C=C1)OCC1OC(OC1)(C)C)C (2,6-dimethyl-3-methoxycarbonyl-4-(3-nitrophenyl)-5-(2-[4-(2,2-dimethyl-1,3-dioxolan-4-yl)methoxyphenyl]ethoxycarbonyl)-1,4-dihydropyridine). The yield is 95.0%. RXN SMILES: [CH3:1][C:2]1([CH3:24])[O:6][CH:5]([CH2:7][O:8][CH:9]([CH2:16][CH2:17][C:18]2[CH:23]=[CH:22]C=[CH:20][CH:19]=2)C(=O)CC([O-])=O)[CH2:4][O:3]1.[NH2:25]/[C:26](/[CH3:32])=[CH:27]\[C:28]([O:30][CH3:31])=[O:29].[N+:33]([C:36]1[CH:37]=[C:38]([CH:41]=[CH:42][CH:43]=1)[CH:39]=O)([O-:35])=[O:34]>C(O)C>[CH3:32][C:26]1[NH:25][C:26]([CH3:32])=[C:27]([C:28]([O:30][CH2:22][CH2:23][C:18]2[CH:17]=[CH:16][C:9]([O:8][CH2:7][CH:5]3[CH2:4][O:3][C:2]([CH3:1])([CH3:24])[O:6]3)=[CH:20][CH:19]=2)=[O:29])[CH:39]([C:38]2[CH:41]=[CH:42][CH:43]=[C:36]([N+:33]([O-:35])=[O:34])[CH:37]=2)[C:27]=1[C:28]([O:30][CH3:31])=[O:29]. Reported procedure: A solution of 13.2 g. (0.039 mol) of 4-(2,2-dimethyl-1,3-dioxolan-4-yl)methoxyphenylethylacetoacetate (5), 4.7 g (0.41 mol) of methyl β-aminocrotonate, and 6.2 g (0.41 mol) of 3-nitrobenzaldehyde in 80 mL of ethanol was heated at reflux for 12 h. Solvent was removed in vacuo and the residue purified by medium pressure chromatography on silica gel (80% ether-hexane) to give 21 g of 2,6-dimethyl-3-methoxycarbonyl-4-(3-nitrophenyl)-5-(2-[4-(2,2-dimethyl-1,3-dioxolan-4-yl)methoxyphenyl]ethoxycarbony...